Task: describe an organic reaction: reactants, conditions, products, and yield. Dataset: the Open Reaction Database (ORD), a public repository of structured organic reaction records Reactants: N1(CCCCC1)CCCC(O)C1=CC=2CC3=CC(=CC=C3C2C=C1)C(O)CCCN1CCCCC1 (α,α'-bis(3-piperidinopropyl)-2,7-fluorenedimethanol), Cl (hydrochloric acid), C(C)OCCO (ethylene glycol monoethyl ether), [OH-].[Na+] (sodium hydroxide). Solvent: O (water). Reaction conditions: temperature 80 celsius. The product is N1(CCCCC1)CCC=CC1=CC=2CC3=CC(=CC=C3C2C=C1)C=CCCN1CCCCC1 (2,7-Bis(4-piperidino-1-buten-1-yl)fluorene). Reaction SMILES: [N:1]1([CH2:7][CH2:8][CH2:9][CH:10]([C:12]2[CH:24]=[CH:23][C:22]3[C:21]4[C:16](=[CH:17][C:18]([CH:25]([CH2:27][CH2:28][CH2:29][N:30]5[CH2:35][CH2:34][CH2:33][CH2:32][CH2:31]5)O)=[CH:19][CH:20]=4)[CH2:15][C:14]=3[CH:13]=2)O)[CH2:6][CH2:5][CH2:4][CH2:3][CH2:2]1.Cl.C(OCCO)C.[OH-].[Na+]>O>[N:1]1([CH2:7][CH2:8][CH:9]=[CH:10][C:12]2[CH:24]=[CH:23][C:22]3[C:21]4[C:16](=[CH:17][C:18]([CH:25]=[CH:27][CH2:28][CH2:29][N:30]5[CH2:31][CH2:32][CH2:33][CH2:34][CH2:35]5)=[CH:19][CH:20]=4)[CH2:15][C:14]=3[CH:13]=2)[CH2:6][CH2:5][CH2:4][CH2:3][CH2:2]1 |f:3.4|. Procedure details: A mixture of 4.7 g (0.01 mole) of α,α'-bis(3-piperidinopropyl)-2,7-fluorenedimethanol, 25 ml of concentrated hydrochloric acid and 25 ml of ethylene glycol monoethyl ether is heated at 80°C. for 5 minutes. The solution is diluted with water, made alkaline with a 20% sodium hydroxide solution and the solution is extracted with ether. The ether extract is washed with water, dried over magnesium sulfate and evaporated in vacuo. The residue is crystallized from isopropanol resulting in the preparati... Starting materials: BrC1=C(C=CC(=C1)Br)C(OC)OC(C)C (2,4-dibromo-1-(1-methoxy-1-methylethoxymethyl)benzene), C(CCC)[Li] (n-butyllithium), C[Si](C)(C)Cl (trimethylsilyl chloride), C[Si](OC1C(OC(C(C1O[Si](C)(C)C)O[Si](C)(C)C)CO[Si](C)(C)C)=O)(C)C (3,4,5-tris(trimethylsilyloxy)-6-trimethylsilyloxymethyl-tetrahydropyran-2-one). Solvent: CCCCCC (hexane), C(C)N(CC)CC (triethylamine). The product is C[Si](OC1(OC(C(C(C1O[Si](C)(C)C)O[Si](C)(C)C)O[Si](C)(C)C)CO[Si](C)(C)C)C1=C(C=CC(=C1)Br)C(OC)OC(C)C)(C)C (2,3,4,5-tetrakis(trimethylsilyloxy)-6-trimethylsilyloxymethyl-2-(5-bromo-2-(1-methoxy-1-methylethoxymethyl)phenyl)tetrahydropyran). RXN SMILES: Br[C:2]1[CH:7]=[C:6]([Br:8])[CH:5]=[CH:4][C:3]=1[CH:9]([O:12][CH:13]([CH3:15])[CH3:14])[O:10][CH3:11].C([Li])CCC.[CH3:21][Si:22](Cl)([CH3:24])[CH3:23].[CH3:26][Si:27]([CH3:53])([CH3:52])[O:28][CH:29]1[CH:34]([O:35][Si:36]([CH3:39])([CH3:38])[CH3:37])[CH:33]([O:40][Si:41]([CH3:44])([CH3:43])[CH3:42])[CH:32]([CH2:45][O:46][Si:47]([CH3:50])([CH3:49])[CH3:48])[O:31][C:30]1=[O:51]>CCCCCC.C(N(CC)CC)C>[CH3:21][Si:22]([CH3:24])([CH3:23])[O:51][C:30]1([C:2]2[CH:7]=[C:6]([Br:8])[CH:5]=[CH:4][C:3]=2[CH:9]([O:12][CH:13]([CH3:15])[CH3:14])[O:10][CH3:11])[CH:29]([O:28][Si:27]([CH3:26])([CH3:52])[CH3:53])[CH:34]([O:35][Si:36]([CH3:37])([CH3:38])[CH3:39])[CH:33]([O:40][Si:41]([CH3:44])([CH3:43])[CH3:42])[CH:32]([CH2:45][O:46][Si:47]([CH3:50])([CH3:49])[CH3:48])[O:31]1. Reported procedure: According to the procedure of Example 1, Step 3, 2,4-dibromo-1-(1-methoxy-1-methylethoxymethyl)benzene was treated with n-butyllithium in hexane, 3,4,5-tris(trimethylsilyloxy)-6-trimethylsilyloxymethyl-tetrahydropyran-2-one, triethylamine, and trimethylsilyl chloride. The reaction mixture was subjected to workup procedure, and the resulting residue was purified by HPLC (column; Inertsil ODS-3, 20 mm I.D.×250 mm; acetonitrile, 30 mL/min) to give the titled compound as two isolated diastereomers. The reactants are CC(CC=C1CCC(CC1)=O)C (4-(3-methylbutylidene)-1-cyclohexanone), O.Cl.N[C@H](CS)C(=O)O (D-cysteine hydrochloride monohydrate), C(C)(=O)[O-].[Na+] (sodium acetate). The solvent is C(C)O (ethanol), O (water), O (Water). Run at time 2 hour. Product: CC(CC=C1CCC2(N[C@H](CS2)C(=O)O)CC1)C ((3S)-8-(3-methylbutylidene)-1-thia-4-azaspiro[4.5]decane-3-carboxylic acid). Yield: 50.0%. RXN SMILES: [CH3:1][CH:2]([CH3:12])[CH2:3][CH:4]=[C:5]1[CH2:10][CH2:9][C:8](=O)[CH2:7][CH2:6]1.O.Cl.[NH2:15][C@@H:16]([C:19]([OH:21])=[O:20])[CH2:17][SH:18].C([O-])(=O)C.[Na+]>C(O)C.O>[CH3:1][CH:2]([CH3:12])[CH2:3][CH:4]=[C:5]1[CH2:10][CH2:9][C:8]2([S:18][CH2:17][C@H:16]([C:19]([OH:21])=[O:20])[NH:15]2)[CH2:7][CH2:6]1 |f:1.2.3,4.5|. Procedure details: In a mixture of 3.5 ml of ethanol and 1.5 ml of water are dissolved 1.0 g of 4-(3-methylbutylidene)-1-cyclohexanone, 1.1 g of D-cysteine hydrochloride monohydrate and 0.52 g of sodium acetate. The resulting solution is stirred at ambient temperature for 2 hours. Water is added to the reaction mixture and the deposited crystal is collected by filtration. Thus, 0.81 g of (3S)-8-(3-methylbutylidene)-1-thia-4-azaspiro[4.5]decane-3-carboxylic acid is obtained as a colorless crystalline product. Starting materials: Cl (hydrochloric acid), C[Si](CCOC(=O)N1CCC(=CC1)C1=CC(=CC=C1)C#N)(C)C (4-(3-Cyanophenyl)-3,6-dihydro-2H-pyridine-1-carboxylic acid 2-trimethylsilanyl-ethyl ester). The reagents and catalysts are [Pd] (palladium on carbon). Run in C(C)O (ethanol). Run at time 4 hour. The product is Cl.C[Si](CCOC(=O)N1CCC(CC1)C1=CC(=CC=C1)CN)(C)C (4-(3-aminomethyl-phenyl)-piperidine-1-carboxylic acid 2-trimethylsilanyl-ethyl ester hydrochloride), solid. RXN SMILES: [CH3:1][Si:2]([CH3:23])([CH3:22])[CH2:3][CH2:4][O:5][C:6]([N:8]1[CH2:13][CH:12]=[C:11]([C:14]2[CH:19]=[CH:18][CH:17]=[C:16]([C:20]#[N:21])[CH:15]=2)[CH2:10][CH2:9]1)=[O:7].[ClH:24]>C(O)C.[Pd]>[ClH:24].[CH3:1][Si:2]([CH3:23])([CH3:22])[CH2:3][CH2:4][O:5][C:6]([N:8]1[CH2:13][CH2:12][CH:11]([C:14]2[CH:19]=[CH:18][CH:17]=[C:16]([CH2:20][NH2:21])[CH:15]=2)[CH2:10][CH2:9]1)=[O:7] |f:4.5|. Reported procedure: 4-(3-Cyanophenyl)-3,6-dihydro-2H-pyridine-1-carboxylic acid 2-trimethylsilanyl-ethyl ester (10.40 g, 32 mmol) was dissolved in ethanol (250 ml), concentrated hydrochloric acid (3 ml, 35 mmol) and 10% palladium on carbon (50% wet, 5.0 g) was added. The mixture was hydrogenated at 50 psi for 4 hours then filtered through celite and concentrated. The oily solid obtained was triturated with ether/pentane and 4-(3-aminomethyl-phenyl)-piperidine-1-carboxylic acid 2-trimethylsilanyl-ethyl ester hydroch...